Dataset: the Open Reaction Database (ORD), a public repository of structured organic reaction records. Task: describe an organic reaction: reactants, conditions, products, and yield Reactants: OC1=CC(NC=C1)=O (4-hydroxy-2-pyridone), ClC=1C=C(C(=O)Cl)C=CC1 (3-chlorobenzoyl chloride). The solvent is N1=CC=CC=C1 (pyridine). Run at time 2 day. Product: ClC=1C=C(C(=O)OC2=NC=CC(=C2)OC(C2=CC(=CC=C2)Cl)=O)C=CC1 (2,4-di(3-chlorobenzoyloxy)pyridine). Yield: 50.0%. As a reaction SMILES: [OH:1][C:2]1[CH:7]=[CH:6][NH:5][C:4](=[O:8])[CH:3]=1.[Cl:9][C:10]1[CH:11]=[C:12]([CH:16]=[CH:17][CH:18]=1)[C:13](Cl)=[O:14]>N1C=CC=CC=1>[Cl:9][C:10]1[CH:11]=[C:12]([CH:16]=[CH:17][CH:18]=1)[C:13]([O:8][C:4]1[CH:3]=[C:2]([O:1][C:13](=[O:14])[C:12]2[CH:16]=[CH:17][CH:18]=[C:10]([Cl:9])[CH:11]=2)[CH:7]=[CH:6][N:5]=1)=[O:14]. Procedure details: A 1.00 g quantity of 4-hydroxy-2-pyridone was suspended in 30 ml of pyridine and 3.46 g of 3-chlorobenzoyl chloride was added to the suspension. The mixture was stirred at room temperature for 2 days. The reaction mixture was filtered and the filtrate was concentrated and the concentrate was extracted with ethyl acetate. The extract was concentrated and the concentrate was washed with water and with methanol, giving 1.74 g of the title compound in a yield of 50%. Starting materials: C1=CC(=CC=C1[C@H]([C@@H](CO)NC(=O)C(Cl)Cl)O)[N+](=O)[O-] (chloramphenicol), OC(=O)CCCC[C@@H]1SC[C@@H]2NC(=O)N[C@H]12 (biotin), NC(=O)N (urea), dihydrogen potassium phosphate, MnSO4.4H2O, C1=CC(=CC=C1[C@H]([C@@H](CO)NC(=O)C(Cl)Cl)O)[N+](=O)[O-] (chloramphenicol), CC1=C(SC=[N+]1CC=2C=NC(=NC2N)C)CCO.Cl.[Cl-] (thiamine hydrochloride), FeSO4.7H2O, O=C[C@H](O)[C@@H](O)[C@H](O)[C@H](O)CO (glucose), S(=O)(=O)([O-])[O-].[NH4+].[NH4+] (ammonium sulfate), O.O.O.O.O.O.O.S(=O)(=O)([O-])[O-].[Mg+2] (magnesium sulfate heptahydrate). The solvent is N[C@@H]([C@H](O)C)C(=O)O (threonine), N[C@@H]([C@H](O)C)C(=O)O (Thr). Product: N[C@@H](CC1=CNC2=CC=CC=C12)C(=O)O (tryptophan). RXN SMILES: [CH:1]1[C:6]([C@@H:7](O)[C@H:8]([NH:11]C(C(Cl)Cl)=O)CO)=[CH:5][CH:4]=[C:3]([N+]([O-])=O)[CH:2]=1.O=C[C@@H]([C@H]([C@@H]([C@@H](CO)O)O)O)O.S([O-])([O-])(=O)=O.[NH4+].[NH4+].[NH2:40]C(N)=O.O.O.O.O.O.O.O.S([O-])([O-])(=O)=O.[Mg+2].CC1[N+](CC2C=NC(C)=NC=2N)=CSC=1CCO.Cl.[Cl-].[OH:77][C:78]([CH2:80][CH2:81]CC[C@H]1[C@@H]2[C@@H](NC(N2)=O)CS1)=[O:79]>N[C@H](C(O)=O)[C@@H](C)O>[NH2:40][C@H:80]([C:78]([OH:77])=[O:79])[CH2:81][C:7]1[C:6]2[C:5](=[CH:4][CH:3]=[CH:2][CH:1]=2)[NH:11][CH:8]=1 |f:2.3.4,6.7.8.9.10.11.12.13.14,15.16.17|. Procedure details: After culturing at 30° C. for 2 weeks, about 10,000 colonies resistant to chloramphenicol appeared, which were replicated in threonine-free medium (Thr deficient medium) which contained 2% of glucose, 1% of ammonium sulfate, 0.25% of urea, 0.1% of dihydrogen potassium phosphate, 0.04% of magnesium sulfate heptahydrate, 1 mg/dl of FeSO4.7H2O, 1 mg/dl of MnSO4.4H2O, 200 μg/dl of thiamine hydrochloride and 50 μg/dl of biotin, pH 7.0, 1.8% of agar, and 3 strains which were resistant to chloramphenic...